This data is from the Open Reaction Database (ORD), a public repository of structured organic reaction records. The task is: describe an organic reaction: reactants, conditions, products, and yield Reactants: O[C@H]1[C@@](CC2=CC=CC=C12)(C=1CC2=CC=CC=C2C1)CC1=CC=C(C(=O)O)C=C1 (4-(((1S,2S)-1-hydroxy-2,3-dihydro-1H,1′H-[2,2′-biinden]-2-yl)methyl)benzoic acid), C1CCC(CC1)N=C=NC2CCCCC2 (DCC), C1=CC=CC=2C3=CC=CC=C3C(C12)COC(=O)N[C@@H](C(C)C)C(=O)O (N-[(9H-fluoren-9-ylmethoxy)carbonyl]-L-valine). The reagents and catalysts are CN(C)C=1C=CN=CC1 (DMAP). Solvent: C(C)(=O)OCC (ethyl acetate). Reaction conditions: time 12 hour. Yields the product N[C@@H](C(C)C)C(=O)O[C@H]1[C@@](CC2=CC=CC=C12)(C=1CC2=CC=CC=C2C1)CC1=CC=C(C(=O)O)C=C1 (4-{[(1′S,2′S)-1′-(L-valyloxy)-1′,3′-dihydro-1H,2′H-2,2′-biinden-2′-yl]methyl}benzoic acid). Isolated yield 36.3%. RXN SMILES: [OH:1][C@@H:2]1[C:10]2[C:5](=[CH:6][CH:7]=[CH:8][CH:9]=2)[CH2:4][C@@:3]1([CH2:20][C:21]1[CH:29]=[CH:28][C:24]([C:25]([OH:27])=[O:26])=[CH:23][CH:22]=1)[C:11]1[CH2:12][C:13]2[C:18]([CH:19]=1)=[CH:17][CH:16]=[CH:15][CH:14]=2.C1CCC(N=C=NC2CCCCC2)CC1.C1C2C(COC([NH:62][C@H:63]([C:67](O)=[O:68])[CH:64]([CH3:66])[CH3:65])=O)C3C(=CC=CC=3)C=2C=CC=1>CN(C1C=CN=CC=1)C.C(OCC)(=O)C>[NH2:62][C@H:63]([C:67]([O:1][C@@H:2]1[C:10]2[C:5](=[CH:6][CH:7]=[CH:8][CH:9]=2)[CH2:4][C@@:3]1([CH2:20][C:21]1[CH:29]=[CH:28][C:24]([C:25]([OH:27])=[O:26])=[CH:23][CH:22]=1)[C:11]1[CH2:12][C:13]2[C:18]([CH:19]=1)=[CH:17][CH:16]=[CH:15][CH:14]=2)=[O:68])[CH:64]([CH3:66])[CH3:65]. Procedure details: To a solution of 4-(((1S,2S)-1-hydroxy-2,3-dihydro-1H,1′H-[2,2′-biinden]-2-yl)methyl)benzoic acid (230 mg, 0.60 mmol), DCC (148 mg, 0.72 mmol) and DMAP (7 mg, 0.06 mmol) in ethyl acetate (12 mL), was added N-[(9H-fluoren-9-ylmethoxy)carbonyl]-L-valine (193 mg, 0.60 mmol) and then stirred at room temperature for 12 h. The solids were filtered, washed with ethyl acetate (25 ml) and the combined filtrate was washed with 1.5 N HCl (25 mL), water (25 mL), brine (10 mL), dried over anhydrous Na2SO4. T... Starting materials: BrC=1C=CC(=NC1)O (5-bromo-2-hydroxypyridine), OC1COCC1 (rac-3-hydroxy-tetrahydrofuran). Reaction SMILES: [Br:1][C:2]1[CH:3]=[CH:4][C:5]([OH:8])=[N:6][CH:7]=1.O[CH:10]1[CH2:14][CH2:13][O:12][CH2:11]1>>[Br:1][C:2]1[CH:3]=[CH:4][C:5]([O:8][CH:10]2[CH2:14][CH2:13][O:12][CH2:11]2)=[N:6][CH:7]=1. Procedure details: The title compound was prepared from 5-bromo-2-hydroxypyridine and rac-3-hydroxy-tetrahydrofuran in analogy to Example 9c): colorless solid. Product: BrC=1C=CC(=NC1)OC1COCC1 (rac-5-Bromo-2-(tetrahydro-furan-3-yloxy)-pyridine). Reactants: CC(C)(C)OC(=O)N1CCOc2c(Br)cccc2C1, C1CCNC1, CC(C)(C)[O-], [Na+], C1COCCO1, O=C(C=Cc1ccccc1)C=Cc1ccccc1, O=C(C=Cc1ccccc1)C=Cc1ccccc1, O=C(C=Cc1ccccc1)C=Cc1ccccc1, O, [Pd], [Pd]. Yields the product CC(C)(C)OC(=O)N1CCOc2c(cccc2N2CCCC2)C1. Reaction SMILES: [Br:1][c:2]1[cH:3][cH:4][cH:5][c:6]2[c:12]1[O:11][CH2:10][CH2:9][N:8]([C:13](=[O:14])[O:15][C:16]([CH3:17])([CH3:18])[CH3:19])[CH2:7]2.[CH2:20]1[CH2:21][CH2:22][NH:23][CH2:24]1.[CH3:25][C:26]([CH3:27])([O-:28])[CH3:29].[Na+:30].[O:32]1[CH2:33][CH2:34][O:35][CH2:36][CH2:37]1.[O:40]=[C:41]([CH:42]=[CH:43][c:44]1[cH:45][cH:46][cH:47][cH:48][cH:49]1)[CH:50]=[CH:51][c:52]1[cH:53][cH:54][cH:55][cH:56][cH:57]1.[O:58]=[C:59]([CH:60]=[CH:61][c:62]1[cH:63][cH:64][cH:65][cH:66][cH:67]1)[CH:68]=[CH:69][c:70]1[cH:71][cH:72][cH:73][cH:74][cH:75]1.[O:76]=[C:77]([CH:78]=[CH:79][c:80]1[cH:81][cH:82][cH:83][cH:84][cH:85]1)[CH:86]=[CH:87][c:88]1[cH:89][cH:90][cH:91][cH:92][cH:93]1.[OH2:31].[Pd:38].[Pd:39]>>[c:2]1([N:23]2[CH2:22][CH2:21][CH2:20][CH2:24]2)[cH:3][cH:4][cH:5][c:6]2[c:12]1[O:11][CH2:10][CH2:9][N:8]([C:13](=[O:14])[O:15][C:16]([CH3:17])([CH3:18])[CH3:19])[CH2:7]2. The reactants are CC1(C(=O)OC(CC1)=O)C (2,2-dimethylglutaric anhydride), COC1=CC=C(CCl)C=C1 (p-methoxybenzyl chloride), C(=O)(O)C(CCC(=O)OCC1=CC=C(C=C1)[N+](=O)[O-])(C)C (p-nitrobenzyl 4-carboxy-4-methylvalerate), [N+](=O)([O-])C1=CC=C(CO)C=C1 (p-nitrobenzyl alcohol). Run in C(C)N(CC)CC (triethylamine), CN(C=O)C (dimethylformamide), O (water). Reaction conditions: temperature 80 celsius, time 9.5 hour. Product: COC1=CC=C(COC(=O)C(CCC(=O)OCC2=CC=C(C=C2)[N+](=O)[O-])(C)C)C=C1 (p-nitrobenzyl 4-p-methoxybenzyloxycarbonyl-4-methylvalerate). Reaction SMILES: [C:1]([C:4]([CH3:21])([CH3:20])[CH2:5][CH2:6][C:7]([O:9][CH2:10][C:11]1[CH:16]=[CH:15][C:14]([N+:17]([O-:19])=[O:18])=[CH:13][CH:12]=1)=[O:8])([OH:3])=[O:2].CC1(C)CCC(=O)OC1=O.[N+](C1C=CC(CO)=CC=1)([O-])=O.[CH3:43][O:44][C:45]1[CH:52]=[CH:51][C:48]([CH2:49]Cl)=[CH:47][CH:46]=1>CN(C)C=O.O.C(N(CC)CC)C>[CH3:43][O:44][C:45]1[CH:52]=[CH:51][C:48]([CH2:49][O:2][C:1]([C:4]([CH3:21])([CH3:20])[CH2:5][CH2:6][C:7]([O:9][CH2:10][C:11]2[CH:12]=[CH:13][C:14]([N+:17]([O-:19])=[O:18])=[CH:15][CH:16]=2)=[O:8])=[O:3])=[CH:47][CH:46]=1. Procedure: To a solution of p-nitrobenzyl 4-carboxy-4-methylvalerate (17.26 g) in dry dimethylformamide (100 ml), prepared by the procedure similar to that described in Example 174 from 2,2-dimethylglutaric anhydride and p-nitrobenzyl alcohol, was added p-methoxybenzyl chloride (9.16 g) and triethylamine (5.91 g). The reaction mixture was stirred at 80° C. for 9.5 hours, diluted with water and extracted with diethyl ether. The extract was washed successively with aqueous potassium carbonate, water, dilute ... Reactants: O (Water), [OH-].[Na+] (sodium hydroxide), CC(CNC1=C(C=NC2=CC=CC=C12)NC(CCC1(OCCO1)C)=O)C (N-{4-[(2-methylpropyl)amino]quinolin-3-yl}-3-(2-methyl-1,3-dioxolan-2-yl)propanamide). Run in C(C)O (ethanol). The product is CC(CN1C(=NC=2C=NC=3C=CC=CC3C21)CCC2(OCCO2)C)C (1-(2-methylpropyl)-2-[2-(2-methyl-1,3-dioxolan-2-yl)ethyl]-1H-imidazo[4,5-c]quinoline). Isolated yield 95.0%. As a reaction SMILES: O.[OH-].[Na+].[CH3:4][CH:5]([CH3:29])[CH2:6][NH:7][C:8]1[C:17]2[C:12](=[CH:13][CH:14]=[CH:15][CH:16]=2)[N:11]=[CH:10][C:9]=1[NH:18][C:19](=O)[CH2:20][CH2:21][C:22]1([CH3:27])[O:26][CH2:25][CH2:24][O:23]1>C(O)C>[CH3:4][CH:5]([CH3:29])[CH2:6][N:7]1[C:8]2[C:17]3[CH:16]=[CH:15][CH:14]=[CH:13][C:12]=3[N:11]=[CH:10][C:9]=2[N:18]=[C:19]1[CH2:20][CH2:21][C:22]1([CH3:27])[O:26][CH2:25][CH2:24][O:23]1 |f:1.2|. Procedure: Water (3 mL) followed by solid sodium hydroxide (0.4 g, 10.7 mmol) were added to a stirred solution of N-{4-[(2-methylpropyl)amino]quinolin-3-yl}-3-(2-methyl-1,3-dioxolan-2-yl)propanamide (2.55 g, 7.13 mmol) in ethanol (10 mL). The reaction mixture was heated at reflux for 30 minutes, then was allowed to cool to room temperature and was concentrated under reduced pressure. The resulting aqueous slurry was diluted with water (50 mL) and was extracted with dichloromethane (2×50 mL). The organic la... Yields the product ClC=1C(=C(C(=O)Cl)C=CC1F)F (3-Chloro-2,4-difluorobenzoyl chloride). Procedure details: A quantity of 6.0 g of 3-chloro-2,4-difluorobenzoic acid is suspended in 20 ml of dichloromethane. A quantity of 2.99 ml of oxalyl chloride and 2 drops of DMF are then added. The suspension is stirred at room temperature overnight and the desired product is collected after evaporation of the solvent. RXN SMILES: [Cl:1][C:2]1[C:3]([F:12])=[C:4]([CH:8]=[CH:9][C:10]=1[F:11])[C:5](O)=[O:6].C(Cl)(=O)C([Cl:16])=O>ClCCl.CN(C=O)C>[Cl:1][C:2]1[C:3]([F:12])=[C:4]([CH:8]=[CH:9][C:10]=1[F:11])[C:5]([Cl:16])=[O:6]. Reaction conditions: time 8 hour. Starting materials: ClC=1C(=C(C(=O)O)C=CC1F)F (3-chloro-2,4-difluorobenzoic acid), C(C(=O)Cl)(=O)Cl (oxalyl chloride). Reagents/catalysts: CN(C)C=O (DMF). The solvent is ClCCl (dichloromethane).